This data is from the Open Reaction Database (ORD), a public repository of structured organic reaction records. The task is: describe an organic reaction: reactants, conditions, products, and yield The reactants are C(C1=CC=CC=C1)OC1=C(C(=O)N)C=C(C=C1)C1=NN=NN1 (2-benzyloxy-5-(1H-tetrazol-5-yl)benzamide), [OH-].[NH4+] (ammonium hydroxide). The reagents and catalysts are [Pd] (Pd/C). The solvent is CO (methanol). Reaction conditions: time 24 hour. Yields the product OC1=C(C(=O)N)C=C(C=C1)C1=NN=NN1 (2-hydroxy-5-(1H-tetrazol-5-yl)benzamide). The yield is 98.1%. As a reaction SMILES: C([O:8][C:9]1[CH:17]=[CH:16][C:15]([C:18]2[NH:22][N:21]=[N:20][N:19]=2)=[CH:14][C:10]=1[C:11]([NH2:13])=[O:12])C1C=CC=CC=1.[OH-].[NH4+]>CO.[Pd]>[OH:8][C:9]1[CH:17]=[CH:16][C:15]([C:18]2[NH:22][N:21]=[N:20][N:19]=2)=[CH:14][C:10]=1[C:11]([NH2:13])=[O:12] |f:1.2|. Procedure: A suspension of 400 mg (1.04 mmol) of 2-benzyloxy-5-(1H-tetrazol-5-yl)benzamide and 500 mg of 10% Pd/C (50% water) in 2 mL of methanol containing 1 mL of 28% aqueous ammonium hydroxide is stirred under hydrogen at 48 psi for 24 hr. The reaction mixture is filtered and the filtrate concentrated to give 210 mg (1.02 mmol, 98% yield) of 2-hydroxy-5-(1H-tetrazol-5-yl)benzamide. Reactants: FC(F)(F)c1cccc2c(-c3ccc(Oc4cccc(CC5OCCO5)c4)cc3)n(Cc3ccccc3)nc12, CC(C)=O, Cc1ccc(S(=O)(=O)[O-])cc1, c1cc[nH+]cc1. Yields the product O=Cc1cccc(Oc2ccc(-c3c4cccc(C(F)(F)F)c4nn3Cc3ccccc3)cc2)c1. As a reaction SMILES: [CH2:1]([c:2]1[cH:3][cH:4][cH:5][cH:6][cH:7]1)[n:8]1[n:9][c:10]2[c:11]([C:36]([F:37])([F:38])[F:39])[cH:12][cH:13][cH:14][c:15]2[c:16]1-[c:17]1[cH:18][cH:19][c:20]([O:23][c:24]2[cH:25][c:26]([CH2:30][CH:31]3[O:32][CH2:33][CH2:34][O:35]3)[cH:27][cH:28][cH:29]2)[cH:21][cH:22]1.[CH3:57][C:58]([CH3:59])=[O:60].[c:40]1([CH3:41])[cH:42][cH:43][c:44]([S:45]([O-:46])(=[O:47])=[O:48])[cH:49][cH:50]1.[nH+:51]1[cH:52][cH:53][cH:54][cH:55][cH:56]1>>[CH2:1]([c:2]1[cH:3][cH:4][cH:5][cH:6][cH:7]1)[n:8]1[n:9][c:10]2[c:11]([C:36]([F:37])([F:38])[F:39])[cH:12][cH:13][cH:14][c:15]2[c:16]1-[c:17]1[cH:18][cH:19][c:20]([O:23][c:24]2[cH:25][c:26]([CH:58]=[O:60])[cH:27][cH:28][cH:29]2)[cH:21][cH:22]1.